The task is: describe an organic reaction: reactants, conditions, products, and yield. This data is from the Open Reaction Database (ORD), a public repository of structured organic reaction records. Run in CC#N (CH3CN). Yield: 100.0%. The reagents and catalysts are [N+](CCCC)(CCCC)(CCCC)CCCC.[Br-] (Bu4NBr). Yields the product C(#N)C1=C(C=C(C=C1)CC(C(=O)OCC)N=C(C1=CC=CC=C1)C1=CC=CC=C1)F (ethyl 3-(4-cyano-3-fluorophenyl)-2-(diphenylmethyleneamino)propanoate). Starting materials: C(C)OC(C(CC1=CC(=C(C=C1)C#N)F)N)=O (2-Amino-3-(4-cyano-3-fluoro-phenyl)-propionic acid ethyl ester), BrCC1=CC(=C(C#N)C=C1)F (4-(bromomethyl)-2-fluorobenzonitrile), C(=O)([O-])[O-].[K+].[K+] (K2CO3), C1(=CC=CC=C1)C(C1=CC=CC=C1)=NCC(=O)OCC (ethyl 2-(diphenylmethyleneamino)acetate). Procedure: 2-Amino-3-(4-cyano-3-fluoro-phenyl)-propionic acid ethyl ester. In a 1.0 L flask, a mixture of ethyl 2-(diphenylmethyleneamino)acetate (267 g, 1.0 mol) and the catalyst Bu4NBr (32 g, 0.1 mol) in CH3CN (1000 mL) was treated sequentially with 4-(bromomethyl)-2-fluorobenzonitrile (232 g) and K2CO3 (276 g, 2 mol). The mixture was then stirred for 24 hrs at room temperature. The mixture was filtered and concentrated to give ethyl 3-(4-cyano-3-fluorophenyl)-2-(diphenylmethyleneamino)propanoate (400 g,... Run at time 24 hour. Reaction SMILES: [CH2:1]([O:3][C:4](=[O:17])[CH:5]([NH2:16])[CH2:6][C:7]1[CH:12]=[CH:11][C:10]([C:13]#[N:14])=[C:9]([F:15])[CH:8]=1)[CH3:2].[C:18]1([C:24](=NCC(OCC)=O)[C:25]2[CH:30]=[CH:29][CH:28]=[CH:27][CH:26]=2)[CH:23]=[CH:22][CH:21]=[CH:20][CH:19]=1.BrCC1C=CC(C#N)=C(F)C=1.C([O-])([O-])=O.[K+].[K+]>[N+](CCCC)(CCCC)(CCCC)CCCC.[Br-].CC#N>[C:13]([C:10]1[CH:11]=[CH:12][C:7]([CH2:6][CH:5]([N:16]=[C:24]([C:18]2[CH:23]=[CH:22][CH:21]=[CH:20][CH:19]=2)[C:25]2[CH:30]=[CH:29][CH:28]=[CH:27][CH:26]=2)[C:4]([O:3][CH2:1][CH3:2])=[O:17])=[CH:8][C:9]=1[F:15])#[N:14] |f:3.4.5,6.7|. RXN SMILES: [CH3:35][CH2:36][OH:37].[ClH:1].[H:33][H:34].[c:2]1([C:8]#[C:9][c:10]2[cH:11][c:12]([C:16](=[O:17])[N:18]3[CH2:19][CH2:20][CH:21]([c:24]4[cH:25][c:26]([C:27](=[NH:28])[NH2:29])[cH:30][cH:31][cH:32]4)[CH2:22][CH2:23]3)[cH:13][n:14][cH:15]2)[cH:3][cH:4][cH:5][cH:6][cH:7]1>>[ClH:1].[c:2]1([CH2:8][CH2:9][c:10]2[cH:11][c:12]([C:16](=[O:17])[N:18]3[CH2:19][CH2:20][CH:21]([c:24]4[cH:25][c:26]([C:27](=[NH:28])[NH2:29])[cH:30][cH:31][cH:32]4)[CH2:22][CH2:23]3)[cH:13][n:14][cH:15]2)[cH:3][cH:4][cH:5][cH:6][cH:7]1. The product is Cl, N=C(N)c1cccc(C2CCN(C(=O)c3cncc(CCc4ccccc4)c3)CC2)c1. The reactants are CCO, Cl, [H][H], N=C(N)c1cccc(C2CCN(C(=O)c3cncc(C#Cc4ccccc4)c3)CC2)c1.